Dataset: the Open Reaction Database (ORD), a public repository of structured organic reaction records. Task: describe an organic reaction: reactants, conditions, products, and yield Starting materials: N1C=NC=C1 (Imidazole), C(C)(C)(C)[SiH](C)Cl (tert-butylmethylsilyl chloride), C1(CCCC1)NO (N-cyclopentylhydroxylamine). Solvent: CN(C=O)C (dimethylformamide), C(C)(=O)OCC (ethyl acetate), CCCCCC (hexane). Run at time 3 hour. The product is C1(CCCC1)NO[Si](C)(C)C(C)(C)C (N-cyclopentyl-O-tert-butyldimethylsilylhydroxylamine). Isolated yield 52.1%. Reaction SMILES: N1C=CN=[CH:2]1.[C:6]([SiH:10](Cl)[CH3:11])([CH3:9])([CH3:8])[CH3:7].[CH:13]1([NH:18][OH:19])[CH2:17][CH2:16][CH2:15][CH2:14]1>CN(C)C=O.C(OCC)(=O)C.CCCCCC>[CH:13]1([NH:18][O:19][Si:10]([C:6]([CH3:9])([CH3:8])[CH3:7])([CH3:11])[CH3:2])[CH2:17][CH2:16][CH2:15][CH2:14]1. Procedure: Imidazole (882 mg) and tert-butylmethylsilyl chloride (903 mg) were added to N-cyclopentylhydroxylamine (650 mg, 6.43 mmol) in dimethylformamide (10 ml). The mixture was stirred at room temperature for 3 hours. After diluting the mixture with ethyl acetate and hexane, the organic layer was washed with water and saturated aqueous sodium chloride. The organic layer was dried over magnesium sulfate, filtered, and concentrated in vacuo. The residue was purified by silica gel chromatography (hexane-e... Reactants: BrC=1C=CC2=C(C=3SC(=CC3CCO2)C2=NC=NN2C2=C(C=C(C=C2)F)F)C1 (5-(9-Bromo-4,5-dihydro-6-oxa-1-thia-benzo[e]azulen-2-yl)-1-(2,4-difluoro-phenyl)-1H-[1,2,4]triazole), N1=CC(=CC=C1)B1OC(C)(C)C(C)(C)O1 (3-pyridineboronic acid pinacol ester). Product: FC1=C(C=CC(=C1)F)N1N=CN=C1C1=CC2=C(C3=C(OCC2)C=CC(=C3)C=3C=NC=CC3)S1 (3-(2-(1-(2,4-difluorophenyl)-1H-1,2,4-triazol-5-yl)-4,5-dihydrobenzo[b]thieno[2,3-d]oxepin-9-yl)pyridine). Reaction SMILES: Br[C:2]1[CH:3]=[CH:4][C:5]2[O:14][CH2:13][CH2:12][C:11]3[CH:10]=[C:9]([C:15]4[N:19]([C:20]5[CH:25]=[CH:24][C:23]([F:26])=[CH:22][C:21]=5[F:27])[N:18]=[CH:17][N:16]=4)[S:8][C:7]=3[C:6]=2[CH:28]=1.[N:29]1[CH:34]=[CH:33][CH:32]=[C:31](B2OC(C)(C)C(C)(C)O2)[CH:30]=1>>[F:27][C:21]1[CH:22]=[C:23]([F:26])[CH:24]=[CH:25][C:20]=1[N:19]1[C:15]([C:9]2[S:8][C:7]3[C:6]4[CH:28]=[C:2]([C:31]5[CH:30]=[N:29][CH:34]=[CH:33][CH:32]=5)[CH:3]=[CH:4][C:5]=4[O:14][CH2:13][CH2:12][C:11]=3[CH:10]=2)=[N:16][CH:17]=[N:18]1. Procedure details: 5-(9-Bromo-4,5-dihydro-6-oxa-1-thia-benzo[e]azulen-2-yl)-1-(2,4-difluoro-phenyl)-1H-[1,2,4]triazole was treated with 3-pyridineboronic acid pinacol ester using standard Suzuki condition to yield 408. NMR: (CDCl3): 3.15 (2H, t), 4.31 (2H, t), 6.82 (1H, s), 7.03-7.18 (3H, m), 7.32-7.38 (2H, m), 7.51-7.55 (1H, m), 7.72 (1H, s), 7.82 (1H, d), 8.05 (1H, s), 8.55 (1H, d), 8.80 (1H, s). MS. ESI+ 500 (MH++MeCN)